describe an organic reaction: reactants, conditions, products, and yield From a dataset of the Open Reaction Database (ORD), a public repository of structured organic reaction records. The reactants are C1CCNC1, O=C(Cl)CCCCl, O. Yields the product O=C(CCCCl)N1CCCC1. Reaction SMILES: [CH2:1]1[CH2:2][CH2:3][NH:4][CH2:5]1.[Cl:6][CH2:7][CH2:8][CH2:9][C:10](=[O:11])[Cl:12].[OH2:13]>>[CH2:1]1[CH2:2][CH2:3][N:4]([C:10]([CH2:9][CH2:8][CH2:7][Cl:6])=[O:11])[CH2:5]1. The reactants are C1CCOC1, C[Si](C)(C)n1ccnc1, CC(C)(O)CCCC1CCC2(CCCC(=O)C2)C1. Product: CC(C)(CCCC1CCC2(CCCC(=O)C2)C1)O[Si](C)(C)C. Reaction SMILES: [CH2:28]1[O:29][CH2:30][CH2:31][CH2:32]1.[CH3:19][Si:20]([n:21]1[cH:22][cH:23][n:24][cH:25]1)([CH3:26])[CH3:27].[OH:1][C:2]([CH2:3][CH2:4][CH2:5][CH:6]1[CH2:7][C:8]2([CH2:9][CH2:10]1)[CH2:11][C:12](=[O:16])[CH2:13][CH2:14][CH2:15]2)([CH3:17])[CH3:18]>>[O:1]([C:2]([CH2:3][CH2:4][CH2:5][CH:6]1[CH2:7][C:8]2([CH2:9][CH2:10]1)[CH2:11][C:12](=[O:16])[CH2:13][CH2:14][CH2:15]2)([CH3:17])[CH3:18])[Si:20]([CH3:19])([CH3:26])[CH3:27].